From a dataset of the Open Reaction Database (ORD), a public repository of structured organic reaction records. describe an organic reaction: reactants, conditions, products, and yield Reactants: Cl.FC(C1=CC=C(CN)C=C1)(F)F (p-trifluoromethylbenzylamine hydrochloride), 4.3, C(C)(C)NC(=N)NC#N (1-i-propyl-3-cyanoguanidine), [OH-].[Na+] (sodium hydroxide). Run in O (water). Yields the product Cl.Cl.FC(C1=CC=C(CNC(=N)NC(=N)NC(C)C)C=C1)(F)F (1-(p-trifluoromethylbenzyl)-5-i-propylbiguanide dihydrochloride). As a reaction SMILES: [ClH:1].[F:2][C:3]([F:13])([F:12])[C:4]1[CH:11]=[CH:10][C:7]([CH2:8][NH2:9])=[CH:6][CH:5]=1.[CH:14]([NH:17][C:18]([NH:20][C:21]#[N:22])=[NH:19])([CH3:16])[CH3:15].[OH-].[Na+]>O>[ClH:1].[ClH:1].[F:2][C:3]([F:12])([F:13])[C:4]1[CH:11]=[CH:10][C:7]([CH2:8][NH:9][C:21]([NH:20][C:18]([NH:17][CH:14]([CH3:16])[CH3:15])=[NH:19])=[NH:22])=[CH:6][CH:5]=1 |f:0.1,3.4,6.7.8|. Procedure: A stirred mixture of 6.9 g (0.035 mole) of p-trifluoromethylbenzylamine hydrochloride and 4.3 (0.035 mole) of 1-i-propyl-3-cyanoguanidine is immersed in a 180° C oil bath for 1 hour. The melt is cooled and dissolved in 35 ml of hot water. The solution is cooled in an ice bath, made alkaline with 40% sodium hydroxide solution, and extracted with 150 ml of ether. The ether layer is dried over potassium carbonate, filtered and the ether solution made strongly acidic with a saturated ethereal hydroc... Reaction SMILES: [O:1]1[C:5]2[CH:6]=[CH:7][C:8]([CH2:10][NH2:11])=[CH:9][C:4]=2[O:3][CH2:2]1.[Br:12][C:13]1[CH:14]=[CH:15][C:16]2[N:17]([CH:19]=[C:20]([C:22](OCC)=[O:23])[N:21]=2)[CH:18]=1>>[O:1]1[C:5]2[CH:6]=[CH:7][C:8]([CH2:10][NH:11][C:22]([C:20]3[N:21]=[C:16]4[CH:15]=[CH:14][C:13]([Br:12])=[CH:18][N:17]4[CH:19]=3)=[O:23])=[CH:9][C:4]=2[O:3][CH2:2]1. Starting materials: Intermediate I, O1COC2=C1C=CC(=C2)CN (benzo[d][1,3]dioxol-5-ylmethanamine), BrC=1C=CC=2N(C1)C=C(N2)C(=O)OCC (ethyl 6-bromoimidazo[1,2-a]pyridine-2-carboxylate). Procedure details: The title compound was prepared by essentially following the same procedures described for Intermediate I, using benzo[d][1,3]dioxol-5-ylmethanamine and ethyl 6-bromoimidazo[1,2-a]pyridine-2-carboxylate as starting materials. Yields the product O1COC2=C1C=CC(=C2)CNC(=O)C=2N=C1N(C=C(C=C1)Br)C2 (N-(Benzo[d][1,3]dioxol-5-ylmethyl)-6-bromoimidazo[1,2-a]pyridine-2-carboxamide). Starting materials: COC1=CC(=C(CN2N=CC3=CC(=CC=C23)\C=C/2\C(NC(S2)=O)=O)C=C1)C(F)(F)F ((5Z)-5-({1-[4-methoxy-2-(trifluoromethyl)benzyl]-1H-indazol-5-yl}methylidene)-2,4-dioxo-1,3-thiazolidine), BrCCCl (1-bromo-2-chloroethane), F[C@H]1CNCC1 ((3R)-3-fluoropyrrolidine). Yields the product F[C@H]1CN(CC1)CCN1C(S\C(\C1=O)=C/C=1C=C2C=NN(C2=CC1)CC1=C(C=C(C=C1)OC)C(F)(F)F)=O ((5Z)-3-{2-[(3R)-3-Fluoropyrrolidin-1-yl]ethyl}-5-[(1-{[4-(methyloxy)-2-(trifluoro-methyl)phenyl]methyl}-1H-indazol-5-yl)methylidene]-1,3-thiazolidine-2,4-dione). RXN SMILES: [CH3:1][O:2][C:3]1[CH:26]=[CH:25][C:6]([CH2:7][N:8]2[C:16]3[C:11](=[CH:12][C:13](/[CH:17]=[C:18]4/[C:19](=[O:24])[NH:20][C:21](=[O:23])[S:22]/4)=[CH:14][CH:15]=3)[CH:10]=[N:9]2)=[C:5]([C:27]([F:30])([F:29])[F:28])[CH:4]=1.Br[CH2:32][CH2:33]Cl.[F:35][C@@H:36]1[CH2:40][CH2:39][NH:38][CH2:37]1>>[F:35][C@@H:36]1[CH2:40][CH2:39][N:38]([CH2:32][CH2:33][N:20]2[C:19](=[O:24])/[C:18](=[CH:17]/[C:13]3[CH:12]=[C:11]4[C:16](=[CH:15][CH:14]=3)[N:8]([CH2:7][C:6]3[CH:25]=[CH:26][C:3]([O:2][CH3:1])=[CH:4][C:5]=3[C:27]([F:30])([F:29])[F:28])[N:9]=[CH:10]4)/[S:22][C:21]2=[O:23])[CH2:37]1. Procedure details: (5Z)-3-{2-[(3R)-3-Fluoropyrrolidin-1-yl]ethyl}-5-[(1-{[4-(methyloxy)-2-(trifluoro-methyl)phenyl]methyl}-1H-indazol-5-yl)methylidene]-1,3-thiazolidine-2,4-dione was prepared from [(5Z)-5-({1-[4-methoxy-2-(trifluoromethyl)benzyl]-1H-indazol-5-yl}methylidene)-2,4-dioxo-1,3-thiazolidine (from Example 8), 1-bromo-2-chloroethane and (3R)-3-fluoropyrrolidine following General Procedure G. Starting materials: O=[N+]([O-])[O-].[O-][N+]([O-])=O.[O-][N+]([O-])=O.[O-][N+]([O-])=O.[O-][N+]([O-])=O.[O-][N+]([O-])=O.[Ce+4].[NH4+].[NH4+] (CAN), C(CCCCC)C1=C(C(=C(C(=C1C)OC)C)C)OC (1-hexyl-2,5-dimethoxy-3,4,6-trimethyl-benzene), O=[N+]([O-])[O-].[O-][N+]([O-])=O.[O-][N+]([O-])=O.[O-][N+]([O-])=O.[O-][N+]([O-])=O.[O-][N+]([O-])=O.[Ce+4].[NH4+].[NH4+] (CAN), O=[N+]([O-])[O-].[O-][N+]([O-])=O.[O-][N+]([O-])=O.[O-][N+]([O-])=O.[O-][N+]([O-])=O.[O-][N+]([O-])=O.[Ce+4].[NH4+].[NH4+] (CAN). Solvent: O (water). Reaction conditions: temperature 0 celsius, time 1 hour. The product is C(CCCCC)C=1C(C(=C(C(C1C)=O)C)C)=O (2-hexyl-3,5,6-trimethyl-[1,4]benzoquinone). RXN SMILES: O=[N+]([O-])[O-].[O-][N+](=O)[O-].[O-][N+](=O)[O-].[O-][N+](=O)[O-].[O-][N+](=O)[O-].[O-][N+](=O)[O-].[Ce+4].[NH4+].[NH4+].[CH2:28]([C:34]1[C:39]([CH3:40])=[C:38]([O:41]C)[C:37]([CH3:43])=[C:36]([CH3:44])[C:35]=1[O:45]C)[CH2:29][CH2:30][CH2:31][CH2:32][CH3:33]>O>[CH2:28]([C:34]1[C:35](=[O:45])[C:36]([CH3:44])=[C:37]([CH3:43])[C:38](=[O:41])[C:39]=1[CH3:40])[CH2:29][CH2:30][CH2:31][CH2:32][CH3:33] |f:0.1.2.3.4.5.6.7.8|. Procedure details: CAN Oxidation: A flask was charged with 1-hexyl-2,5-dimethoxy-3,4,6-trimethyl-benzene (203; 1.75 g, 7.5 mmol) and CAN (20 mL) then cooled to 0° C. A solution of CAN (8.4 g, 15.4 mmol) in water (10 mL) was added to the flask. After 1 h the reaction was complete. The reaction mixture was extracted with MTBE (3×20 mL). The combined MTBE layers were dried over MgSO4, filtered and concentrated by rotary evaporation to yield 2-hexyl-3,5,6-trimethyl-[1,4]benzoquinone (205) as a yellow-orange oil which ...